This data is from the Open Reaction Database (ORD), a public repository of structured organic reaction records. The task is: describe an organic reaction: reactants, conditions, products, and yield Reaction SMILES: [CH3:1][C:2]1[CH:18]=[CH:17][C:5]([C:6]([C:8]2[CH:13]=[CH:12][C:11]([N+:14]([O-:16])=[O:15])=[CH:10][CH:9]=2)=[O:7])=[CH:4][CH:3]=1.[Br:19]N1C(=O)CCC1=O>C(Cl)(Cl)(Cl)Cl.C(OOC(=O)C1C=CC=CC=1)(=O)C1C=CC=CC=1>[Br:19][CH2:1][C:2]1[CH:3]=[CH:4][C:5]([C:6]([C:8]2[CH:13]=[CH:12][C:11]([N+:14]([O-:16])=[O:15])=[CH:10][CH:9]=2)=[O:7])=[CH:17][CH:18]=1. Solvent: C(Cl)(Cl)(Cl)Cl (carbon tetrachloride). The yield is 112.4%. Procedure: Benzoyl peroxide (0.012 g) was added to a mixture of 4-(4-methylbenzoyl)-nitrobenzene (1.20 g) and N-bromosuccinimide (0.89 g) suspended in carbon tetrachloride (63 mL). The reaction mixture was refluxed under argon for 4 hours while illuminated with an incandescent lamp. The mixture was filtered, and the yellow solution containing the crude product was evaporated, chromatographed on silica gel, eluting with hexane/ethyl acetate, to give 4-(4-bromomethylbenzoyl)-nitrobenzene (1.79 g, 81%) as a w... The reactants are CC1=CC=C(C(=O)C2=CC=C(C=C2)[N+](=O)[O-])C=C1 (4-(4-methylbenzoyl)-nitrobenzene), BrN1C(CCC1=O)=O (N-bromosuccinimide). Yields the product BrCC1=CC=C(C(=O)C2=CC=C(C=C2)[N+](=O)[O-])C=C1 (4-(4-bromomethylbenzoyl)-nitrobenzene). Reagents/catalysts: C(C1=CC=CC=C1)(=O)OOC(C1=CC=CC=C1)=O (Benzoyl peroxide). The reactants are CCS(=O)(=O)NC(C)c1ccc(Br)cc1, O=C([O-])[O-], CCOC(C)=O, Cl, [K+], [K+], CN(C)C=O, O, ClCc1cccnc1. Yields the product CCS(=O)(=O)N(Cc1cccnc1)C(C)c1ccc(Br)cc1. RXN SMILES: [Br:1][c:2]1[cH:3][cH:4][c:5]([CH:8]([CH3:9])[NH:10][S:11](=[O:12])(=[O:13])[CH2:14][CH3:15])[cH:6][cH:7]1.[C:25](=[O:26])([O-:27])[O-:28].[CH3:36][CH2:37][O:38][C:39](=[O:40])[CH3:41].[ClH:16].[K+:29].[K+:30].[O:31]=[CH:32][N:33]([CH3:34])[CH3:35].[OH2:42].[cH:17]1[c:18]([CH2:23][Cl:24])[cH:19][cH:20][cH:21][n:22]1>>[Br:1][c:2]1[cH:3][cH:4][c:5]([CH:8]([CH3:9])[N:10]([S:11](=[O:12])(=[O:13])[CH2:14][CH3:15])[CH2:23][c:18]2[cH:17][n:22][cH:21][cH:20][cH:19]2)[cH:6][cH:7]1.